Dataset: the Open Reaction Database (ORD), a public repository of structured organic reaction records. Task: describe an organic reaction: reactants, conditions, products, and yield The reactants are CC(C)CC1CC(C#CC(=O)C(CCO[Si](c2ccccc2)(c2ccccc2)C(C)(C)C)CC(=O)OC(C)(C)C)C1, CO, CO[NH3+], [Cl-], [Na+], [Na+], O=S(=O)([O-])[O-], c1ccncc1. The product is CON=C(C#CC1CC(CC(C)C)C1)C(CCO[Si](c1ccccc1)(c1ccccc1)C(C)(C)C)CC(=O)OC(C)(C)C. RXN SMILES: [C:1]([CH3:2])([CH3:3])([CH3:4])[Si:5]([O:6][CH2:7][CH2:8][CH:9]([CH2:10][C:11](=[O:12])[O:13][C:14]([CH3:15])([CH3:16])[CH3:17])[C:18]([C:19]#[C:20][CH:21]1[CH2:22][CH:23]([CH2:25][CH:26]([CH3:27])[CH3:28])[CH2:24]1)=[O:29])([c:30]1[cH:31][cH:32][cH:33][cH:34][cH:35]1)[c:36]1[cH:37][cH:38][cH:39][cH:40][cH:41]1.[CH3:42][OH:43].[CH3:52][O:53][NH3+:54].[Cl-:51].[Na+:44].[Na+:45].[O-:46][S:47](=[O:48])(=[O:49])[O-:50].[cH:55]1[cH:56][cH:57][n:58][cH:59][cH:60]1>>[C:1]([CH3:2])([CH3:3])([CH3:4])[Si:5]([O:6][CH2:7][CH2:8][CH:9]([CH2:10][C:11](=[O:12])[O:13][C:14]([CH3:15])([CH3:16])[CH3:17])[C:18]([C:19]#[C:20][CH:21]1[CH2:22][CH:23]([CH2:25][CH:26]([CH3:27])[CH3:28])[CH2:24]1)=[N:54][O:53][CH3:52])([c:30]1[cH:31][cH:32][cH:33][cH:34][cH:35]1)[c:36]1[cH:37][cH:38][cH:39][cH:40][cH:41]1. The reactants are C(C1=CC=CC=C1)OC(=O)N\C(\C(=O)OC)=C/C=1SC=CC1 (Methyl (2Z)-2-{[(benzyloxy)carbonyl]amino}-3-(2-thienyl)acrylate), C1=COC(=C1)C=O (2-furylcarboxaldehyde), aldehyde. The product is C(C1=CC=CC=C1)OC(=O)N\C(\C(=O)OC)=C/C=1OC=CC1 (Methyl (2Z)-2-{[(benzyloxy)carbonyl]amino}-3-(2-furyl)acrylate). RXN SMILES: [CH2:1]([O:8][C:9]([NH:11]/[C:12](=[CH:17]\[C:18]1S[CH:20]=[CH:21][CH:22]=1)/[C:13]([O:15][CH3:16])=[O:14])=[O:10])[C:2]1[CH:7]=[CH:6][CH:5]=[CH:4][CH:3]=1.C1C=C(C=O)[O:25]C=1>>[CH2:1]([O:8][C:9]([NH:11]/[C:12](=[CH:17]\[C:18]1[O:25][CH:20]=[CH:21][CH:22]=1)/[C:13]([O:15][CH3:16])=[O:14])=[O:10])[C:2]1[CH:7]=[CH:6][CH:5]=[CH:4][CH:3]=1. Procedure details: A method similar to that used for the preparation of (99a) was used except that 2-furylcarboxaldehyde (288 mg) was used as the aldehyde component to afforded the desired product (530 mg). 1H NMR (300 MHz, CDCl3) δ 3.788 (s, 3H), 5.17 (s, 2H), 6.29 (m, 1H), 6.46 (m, 1H), 6.73 (br., 1H), 6.94 (s, 1H), 7.37 (m, 6H). LC/MS: 2.27 min. Reactants: [NH4+].[Cl-] (NH4Cl), ClC=1C=C(C=C(C1OCC(F)(F)F)C1=CC=C(C=C1)C(F)(F)F)CC(=O)OCC (Ethyl 2-(5-chloro-6-(2,2,2-trifluoroethoxy)-4′-(trifluoromethyl)biphenyl-3-yl)acetate), C1(CCC1)CBr (cyclobutylmethyl bromide), [H-].[Na+] (NaH). The solvent is CN(C)C=O (DMF). Run at time 30 minute. The product is ClC=1C=C(C=C(C1OCC(F)(F)F)C1=CC=C(C=C1)C(F)(F)F)C(C(=O)OCC)CC1CCC1 (ethyl 2-(5-chloro-6-(2,2,2-trifluoroethoxy)-4′-(trifluoromethyl)biphenyl-3-yl)-3-cyclobutylpropanoate). The yield is 100.3%. Reaction SMILES: [Cl:1][C:2]1[CH:3]=[C:4]([CH2:24][C:25]([O:27][CH2:28][CH3:29])=[O:26])[CH:5]=[C:6]([C:14]2[CH:19]=[CH:18][C:17]([C:20]([F:23])([F:22])[F:21])=[CH:16][CH:15]=2)[C:7]=1[O:8][CH2:9][C:10]([F:13])([F:12])[F:11].[H-].[Na+].[CH:32]1([CH2:36]Br)[CH2:35][CH2:34][CH2:33]1.[NH4+].[Cl-]>CN(C=O)C>[Cl:1][C:2]1[CH:3]=[C:4]([CH:24]([CH2:36][CH:32]2[CH2:35][CH2:34][CH2:33]2)[C:25]([O:27][CH2:28][CH3:29])=[O:26])[CH:5]=[C:6]([C:14]2[CH:15]=[CH:16][C:17]([C:20]([F:21])([F:22])[F:23])=[CH:18][CH:19]=2)[C:7]=1[O:8][CH2:9][C:10]([F:13])([F:12])[F:11] |f:1.2,4.5|. Reported procedure: Ethyl 2-(5-chloro-6-(2,2,2-trifluoroethoxy)-4′-(trifluoromethyl)biphenyl-3-yl)acetate (0.6 g, 0.49 mmol) was dissolved in anhydrous DMF (30 mL), NaH (60% wt. in paraffin oil, 0.039 g, 1.69 mmol) was added at 0° C. The reaction mixture was stirred for 30 min at room temperature and cyclobutylmethyl bromide (0.223 g, 1.49 mmol) was added drop wise at 0° C. The reaction mixture was stirred an additional 1 h at 0° C. and saturated NH4Cl solution (10 mL) was added. The reaction mixture was extracted ...